Dataset: the Open Reaction Database (ORD), a public repository of structured organic reaction records. Task: describe an organic reaction: reactants, conditions, products, and yield The reactants are C1(=CC=CC=C1)C(=O)C(O)C1=CC=CC=C1 (benzoin), Cl (hydrochloric acid), cupric sulfate, alcohol, [Sn] (tin). Solvent: O (water). Yields the product C1(=CC=CC=C1)C(=O)CC1=CC=CC=C1 (desoxybenzoin). Reaction SMILES: [C:1]1([C:7]([CH:9]([C:11]2[CH:16]=[CH:15][CH:14]=[CH:13][CH:12]=2)O)=[O:8])[CH:6]=[CH:5][CH:4]=[CH:3][CH:2]=1.[Sn].Cl>O>[C:1]1([C:7]([CH2:9][C:11]2[CH:12]=[CH:13][CH:14]=[CH:15][CH:16]=2)=[O:8])[CH:2]=[CH:3][CH:4]=[CH:5][CH:6]=1 |^3:16|. Reported procedure: The benzoin (0.075 mole) was dissolved in 80 ml. of alcohol and 20 g. of tin (20 mesh) was added. The mixture was gently heated and a solution containing 28 ml. of concentrated hydrochloric acid, 0.8 g. of anhydrous cupric sulfate and 0.5 ml. of water was added. The reaction mixture was refluxed until thin layer chromatography no longer detected the presence of starting material. The granular tin was removed by filtration and the filtrate was evaporated to an oil which was diluted with water to ... Conditions: temperature 10 celsius, time 1 hour. Reported procedure: A solution of ethylmalonic acid diethyl ester (123.6 g) in 95% ethanol (650 ml) is placed in a 1-l four-necked flask fitted with a mechanical stirrer, a condenser, a thermometer and a dropping funnel, and cooled to about 10° C. A solution of NaOH (26.8 g) in water (33 ml) is added dropwise into the above solution over a period of 15 minutes. The mixture is allowed to go to room temperature and stirring is continued for about 1 hour until a neutral pH is reached. By evaporating the solvent under ... Run in C(C)O (ethanol), O (water), O (water). Product: C(C)OC(C(C(=O)O)CC)=O (ethylmalonic acid monoethyl ester). Yield: 83.4%. Reaction SMILES: [CH2:1]([O:3][C:4](=[O:13])[CH:5]([CH2:11][CH3:12])[C:6]([O:8]CC)=[O:7])[CH3:2].[OH-].[Na+]>C(O)C.O>[CH2:1]([O:3][C:4](=[O:13])[CH:5]([CH2:11][CH3:12])[C:6]([OH:8])=[O:7])[CH3:2] |f:1.2|. Starting materials: C(C)OC(C(C(=O)OCC)CC)=O (ethylmalonic acid diethyl ester), [OH-].[Na+] (NaOH).